Dataset: the Open Reaction Database (ORD), a public repository of structured organic reaction records. Task: describe an organic reaction: reactants, conditions, products, and yield Reactants: O (water), ClC1=NC=NC(=C1)N(C1=CC(=CC=C1)C(F)(F)F)C (4-Chloro-6-(N-methyl-3-trifluoromethylanilino)-pyrimidine), C([O-])([O-])=O.[Na+].[Na+] (sodium carbonate), m-Trifluoro-methylphenol. Run in CN(C)C=O (DMF). Conditions: temperature 60 celsius. The product is CN(C1=CC(=CC=C1)C(F)(F)F)C1=CC(=NC=N1)OC1=CC(=CC=C1)C(F)(F)F (6-(N-methyl-3-trifluoromethylanilino)-4-(3-trifluoromethyl-phenoxy)pyrimidine). Isolated yield 77.4%. As a reaction SMILES: Cl[C:2]1[CH:7]=[C:6]([N:8]([CH3:19])[C:9]2[CH:14]=[CH:13][CH:12]=[C:11]([C:15]([F:18])([F:17])[F:16])[CH:10]=2)[N:5]=[CH:4][N:3]=1.[C:20](=[O:23])([O-])[O-].[Na+].[Na+].O>CN(C=O)C>[CH3:19][N:8]([C:6]1[N:5]=[CH:4][N:3]=[C:2]([O:23][C:20]2[CH:14]=[CH:9][CH:10]=[C:11]([C:15]([F:18])([F:17])[F:16])[CH:12]=2)[CH:7]=1)[C:9]1[CH:14]=[CH:13][CH:12]=[C:11]([C:15]([F:18])([F:17])[F:16])[CH:10]=1 |f:1.2.3|. Procedure: 4-Chloro-6-(N-methyl-3-trifluoromethylanilino)-pyrimidine (0.30 g, 0.001 mol.) and sodium carbonate (0.28 g, 0.003 mol.) in DMF are stirred for 10 minutes. m-Trifluoro-methylphenol (0.16 g, 0.001 mol) is added and the mixture is heated to 60° C. for 12 hours. The mixture is then cooled and poured into water. The product is extracted into ethyl acetate, washed with 10% sodium hydroxide, 10% hydrochloric acid, and 5% potassium carbonate, dried over Na2SO4, filtered, and is concentrated under reduc... Reactants: C(C)(C)(C)OC(=O)N1CCN(CC1)CC(C1=CC=C(C=C1)C)=O (4-(2-Oxo-2-p-tolyl-ethyl)-piperazine-1-carboxylic acid tert-butyl ester), Cl (HCl). The solvent is O1CCOCC1 (dioxan). Reaction conditions: time 45 minute. Yields the product Cl.Cl.N1(CCNCC1)CC(=O)C1=CC=C(C=C1)C (2-piperazin-1-yl-1-p-tolyl-ethanone Dihydrochloride). The yield is 88.0%. As a reaction SMILES: C(OC([N:8]1[CH2:13][CH2:12][N:11]([CH2:14][C:15](=[O:23])[C:16]2[CH:21]=[CH:20][C:19]([CH3:22])=[CH:18][CH:17]=2)[CH2:10][CH2:9]1)=O)(C)(C)C.[ClH:24]>O1CCOCC1>[ClH:24].[ClH:24].[N:11]1([CH2:14][C:15]([C:16]2[CH:21]=[CH:20][C:19]([CH3:22])=[CH:18][CH:17]=2)=[O:23])[CH2:12][CH2:13][NH:8][CH2:9][CH2:10]1 |f:3.4.5|. Procedure details: 4-(2-Oxo-2-p-tolyl-ethyl)-piperazine-1-carboxylic acid tert-butyl ester from Example E36.1 (661 mg, 2.08 mmol) was dissolved in 4M HCl solution in dioxan (25 ml) at 0° C. and the mixture was stirred for 45 min at room temperature. Solvents were concentrated in vacuo and azeotroped with diethyl ether to yield the title compound (536 mg, 88%). Reactants: ClC1=NC=C(C=C1Cl)C(F)(F)F (2,3-dichloro-5-(trifluoromethyl)pyridine), CC=1C=C(C(=O)OC)C=CC1S(NCC=1C=C2C=NN(C2=CC1)C)(=O)=O (methyl 3-methyl-4-(N-((1-methyl-1H-indazol-5-yl)methyl)sulfamoyl)benzoate). Yields the product ClC=1C(=NC=C(C1)C(F)(F)F)N(S(=O)(=O)C1=C(C=C(C(=O)OC)C=C1)C)CC=1C=C2C=NN(C2=CC1)C (Methyl 4-(N-(3-chloro-5-(trifluoromethyl)pyridin-2-yl)-N-((1-methyl-1H-indazol-5-yl)methyl)sulfamoyl)-3-methylbenzoate). RXN SMILES: Cl[C:2]1[C:7]([Cl:8])=[CH:6][C:5]([C:9]([F:12])([F:11])[F:10])=[CH:4][N:3]=1.[CH3:13][C:14]1[CH:15]=[C:16]([CH:21]=[CH:22][C:23]=1[S:24](=[O:38])(=[O:37])[NH:25][CH2:26][C:27]1[CH:28]=[C:29]2[C:33](=[CH:34][CH:35]=1)[N:32]([CH3:36])[N:31]=[CH:30]2)[C:17]([O:19][CH3:20])=[O:18]>>[Cl:8][C:7]1[C:2]([N:25]([CH2:26][C:27]2[CH:28]=[C:29]3[C:33](=[CH:34][CH:35]=2)[N:32]([CH3:36])[N:31]=[CH:30]3)[S:24]([C:23]2[CH:22]=[CH:21][C:16]([C:17]([O:19][CH3:20])=[O:18])=[CH:15][C:14]=2[CH3:13])(=[O:38])=[O:37])=[N:3][CH:4]=[C:5]([C:9]([F:12])([F:11])[F:10])[CH:6]=1. Procedure details: The titled compound was prepared according to the procedure described in step-2 of Example 1 from 2,3-dichloro-5-(trifluoromethyl)pyridine and methyl 3-methyl-4-(N-((1-methyl-1H-indazol-5-yl)methyl)sulfamoyl)benzoate (step-2 of Example 26). Reactants: ethyl ester, carboxylic acid, Cl.C1(CCCCC1)CCCCCCCCNC1=CC=C(C(=O)Cl)C=C1 (4-(8-cyclohexyloctylamino)benzoyl chloride hydrochloride), S1CNC(C1)C(=O)OCC (ethyl thiazolidine-4-carboxylate), C(Cl)(Cl)Cl (chloroform), S1CNC(C1)C(=O)O (thiazolidine-4-carboxylic acid). Run in C([O-])(O)=O.[Na+].CC(=O)C (acetone sodium bicarbonate), C(Cl)Cl (methylene chloride), C(C)N(CC)CC (triethylamine). Yields the product C1(CCCCC1)CCCCCCCCNC1=CC=C(C(=O)N2C(SCC2)C(=O)O)C=C1 (3-[4-(8-cyclohexyloctylamino)benzoyl]carboxythiazolidine). Reaction SMILES: Cl.[CH:2]1([CH2:8][CH2:9][CH2:10][CH2:11][CH2:12][CH2:13][CH2:14][CH2:15][NH:16][C:17]2[CH:25]=[CH:24][C:20]([C:21](Cl)=[O:22])=[CH:19][CH:18]=2)[CH2:7][CH2:6][CH2:5][CH2:4][CH2:3]1.[S:26]1[CH2:30][CH:29](C(OCC)=O)[NH:28][CH2:27]1.C(Cl)(Cl)Cl.S1CC([C:45]([OH:47])=[O:46])NC1>C(Cl)Cl.C(=O)(O)[O-].[Na+].CC(C)=O.C(N(CC)CC)C>[CH:2]1([CH2:8][CH2:9][CH2:10][CH2:11][CH2:12][CH2:13][CH2:14][CH2:15][NH:16][C:17]2[CH:25]=[CH:24][C:20]([C:21]([N:28]3[CH2:29][CH2:30][S:26][CH:27]3[C:45]([OH:47])=[O:46])=[O:22])=[CH:19][CH:18]=2)[CH2:7][CH2:6][CH2:5][CH2:4][CH2:3]1 |f:0.1,6.7.8|. Reported procedure: One-tenth mole of 4-(8-cyclohexyloctylamino)benzoyl chloride hydrochloride in methylene chloride is added to a solution of 0.1 mole of ethyl thiazolidine-4-carboxylate in chloroform containing two equivalents of triethylamine. After 5 hours at 20° C. the solution is filtered and evaporated to a white solid which is recrystallized from acetonitrile. By means of the alkaline hydrolysis method of Example 1, the ethyl ester is converted to the subject carboxylic acid. This acid is also prepared usin... Reactants: NC=1C(=CC2=C(C(=NS2)C)C1)F (5-amino-6-fluoro-3-methyl-1,2-benzisothiazole), BrN1C(CCC1=O)=O (N-bromosuccinimide), BrN1C(CCC1=O)=O (N-bromosuccinimide). The reagents and catalysts are N(=NC1(CCCCC1)C#N)C1(CCCCC1)C#N (1,1′-azobis(cyclohexanecarbonitrile)). Solvent: ClCCCl (1,2-dichloroethane). Reaction conditions: temperature 70 celsius, time 2 hour. The product is NC=1C(=CC2=C(C(=NS2)C)C1Br)F (5-Amino-4-bromo-6-fluoro-3-methyl-1,2-benzisothiazole). Yield: 101.3%. Reaction SMILES: [NH2:1][C:2]1[C:3]([F:12])=[CH:4][C:5]2[S:9][N:8]=[C:7]([CH3:10])[C:6]=2[CH:11]=1.[Br:13]N1C(=O)CCC1=O>ClCCCl.N(C1(C#N)CCCCC1)=NC1(C#N)CCCCC1>[NH2:1][C:2]1[C:3]([F:12])=[CH:4][C:5]2[S:9][N:8]=[C:7]([CH3:10])[C:6]=2[C:11]=1[Br:13]. Procedure details: To a solution of 5-amino-6-fluoro-3-methyl-1,2-benzisothiazole (0.600 g, 0.00329 mol) in 1,2-dichloroethane is added N-bromosuccinimide (0.586 g, 0.00329 mol) followed by 1,1′-azobis(cyclohexanecarbonitrile) (0.0200 g). The mixture is stirred two hours at 70° C., additional N-bromosuccinimide (0.240 g, 0.00135 mol) is added, and the mixture is stirred 40 minutes at 70° C. The mixture is then cooled to room temperature, filtered and concentrated in vacuo to obtain a residue. The residue is chroma... Reactants: FC1=C(C=C(C(=O)O)C=C1)[N+](=O)[O-] (4-Fluoro-3-nitrobenzoic acid), [H][H] (hydrogen). The reagents and catalysts are [Pd] (Pd/C). The solvent is CO (MeOH). Product: NC=1C=C(C(=O)O)C=CC1F (3-Amino-4-fluorobenzoic acid). Reaction SMILES: [F:1][C:2]1[CH:10]=[CH:9][C:5]([C:6]([OH:8])=[O:7])=[CH:4][C:3]=1[N+:11]([O-])=O.[H][H]>CO.[Pd]>[NH2:11][C:3]1[CH:4]=[C:5]([CH:9]=[CH:10][C:2]=1[F:1])[C:6]([OH:8])=[O:7]. Procedure: 4-Fluoro-3-nitrobenzoic acid (270 mg, 2 mmol) and 10% Pd/C (80 mg) in MeOH (10 mL) was hydrogenated with a hydrogen balloon for 6.0 h. LC-MS indicated a completion of reaction. The mixture was filtered and the filtrate was concentrated to give 19A. 1H NMR (400 MHz, CDOD3) δ ppm 7.00 (dd, J=10.99, 8.79 Hz, 1H) 7.27-7.36 (m, 1H) 7.49 (dd, J=8.79, 2.20 Hz, 1H). Starting materials: O=C([O-])[O-], Cc1c(Cl)ncnc1OC1CCN(C(=O)OC(C)C)CC1, Oc1ccc(F)cc1F, [K+], [K+], CN(C)C=O. Yields the product Cc1c(Oc2ccc(F)cc2F)ncnc1OC1CCN(C(=O)OC(C)C)CC1. As a reaction SMILES: [C:31](=[O:32])([O-:33])[O-:34].[CH:1]([CH3:2])([CH3:3])[O:4][C:5](=[O:6])[N:7]1[CH2:8][CH2:9][CH:10]([O:13][c:14]2[n:15][cH:16][n:17][c:18]([Cl:21])[c:19]2[CH3:20])[CH2:11][CH2:12]1.[F:22][c:23]1[c:24]([OH:30])[cH:25][cH:26][c:27]([F:29])[cH:28]1.[K+:35].[K+:36].[O:37]=[CH:38][N:39]([CH3:40])[CH3:41]>>[CH:1]([CH3:2])([CH3:3])[O:4][C:5](=[O:6])[N:7]1[CH2:8][CH2:9][CH:10]([O:13][c:14]2[n:15][cH:16][n:17][c:18]([O:30][c:24]3[c:23]([F:22])[cH:28][c:27]([F:29])[cH:26][cH:25]3)[c:19]2[CH3:20])[CH2:11][CH2:12]1. The reactants are C([C@H](O)[C@@H](O)C(=O)O)(=O)O (L-tartaric acid), 700, CC(=O)C (acetone). Run in O (H2O), O (water). The product is 24.5, C(=O)([O-])C(O)C(O)C(=O)[O-].O (tartrate water). As a reaction SMILES: [C:1]([OH:10])(=[O:9])[C@@H:2]([C@H:4]([C:6]([OH:8])=[O:7])[OH:5])[OH:3].CC(C)=[O:13]>O>[C:6]([CH:4]([CH:2]([C:1]([O-:10])=[O:9])[OH:3])[OH:5])([O-:8])=[O:7].[OH2:13] |f:3.4|. Reported procedure: In 50 volume parts of water are dissolved 19.0 parts of TRH. H2O and 7.5 parts of L-tartaric acid, followed by the addition of 700 volume parts of acetone. The resultant oil is rubbed with a glass rod and the crystals formed are recovered by filtration, washed with hot ethanol and dried under reduced pressure. The described procedure yields 24.5 parts of TRH tartrate-water as crystals melting at 127°C-129°C. [α]D25 =-49.45° (c=1.0 in water) Starting materials: ( i ), Cl.C1C(CCC2=CC=CC=C12)NCC(COC1=C2C=C(NC2=CC=C1)C(=O)OCC)O (N-(1,2,3,4-tetrahydronaphth-2-yl)-2-hydroxy-3-(2-ethoxycarbonylindol-4-yloxy)propanamine hydrochloride). Solvent: C(C)O (ethanol). Yields the product NC1CC2=CC=CC=C2CC1 (2-aminotetralin). Reaction SMILES: Cl.[CH2:2]1[C:11]2[C:6](=[CH:7][CH:8]=[CH:9][CH:10]=2)[CH2:5][CH2:4][CH:3]1[NH:12]CC(O)COC1C=CC=C2C=1C=C(C(OCC)=O)N2>C(O)C>[NH2:12][CH:3]1[CH2:4][CH2:5][C:6]2[C:11](=[CH:10][CH:9]=[CH:8][CH:7]=2)[CH2:2]1 |f:0.1|. Procedure: Following the procedure described in Example 27, but starting from ethyl 4-(2,3-epoxypropoxy)indole-2-carboxylate (25.1 g), obtained from ethyl 4-hydroxyindole-2-carboxylate and epichlorohydrin according to the method of Belgian Patent 739,545, and 2-aminotetralin (14.8 g) in ethanol (120 ml), N-(1,2,3,4-tetrahydronaphth-2-yl)-2-hydroxy-3-(2-ethoxycarbonylindol-4-yloxy)propanamine hydrochloride is obtained ((i): R=H, Ar=radical 15 wherein Z is ethoxy, and the chain is attached to position 2 of t...